Task: describe an organic reaction: reactants, conditions, products, and yield. Dataset: the Open Reaction Database (ORD), a public repository of structured organic reaction records Reactants: C(C)(C)(C)OC(=O)N1CC(C1)CC=1N(C2=NC(=NC(=C2N1)N1CCOCC1)N1C(=NC2=C1C=CC=C2)C(C)C)C (3-[2-(2-isopropylbenzoimidazol-1-yl)-9-methyl-6-morpholin-4-yl-9H-purin-8-ylmethyl]azetidine-1-carboxylic acid tert-butyl ester), C(=O)(C(F)(F)F)O (TFA). Run in C(Cl)Cl (DCM). Run at time 2 hour. The product is N1CC(C1)CC=1N(C2=NC(=NC(=C2N1)N1CCOCC1)N1C(=NC2=C1C=CC=C2)C(C)C)C (8-Azetidin-3-ylmethyl-2-(2-isopropylbenzoimidazol-1-yl)-9-methyl-6-morpholin-4-yl-9H-purine). RXN SMILES: C(OC([N:8]1[CH2:11][CH:10]([CH2:12][C:13]2[N:14]([CH3:40])[C:15]3[C:20]([N:21]=2)=[C:19]([N:22]2[CH2:27][CH2:26][O:25][CH2:24][CH2:23]2)[N:18]=[C:17]([N:28]2[C:32]4[CH:33]=[CH:34][CH:35]=[CH:36][C:31]=4[N:30]=[C:29]2[CH:37]([CH3:39])[CH3:38])[N:16]=3)[CH2:9]1)=O)(C)(C)C.C(O)(C(F)(F)F)=O>C(Cl)Cl>[NH:8]1[CH2:9][CH:10]([CH2:12][C:13]2[N:14]([CH3:40])[C:15]3[C:20]([N:21]=2)=[C:19]([N:22]2[CH2:27][CH2:26][O:25][CH2:24][CH2:23]2)[N:18]=[C:17]([N:28]2[C:32]4[CH:33]=[CH:34][CH:35]=[CH:36][C:31]=4[N:30]=[C:29]2[CH:37]([CH3:38])[CH3:39])[N:16]=3)[CH2:11]1. Procedure details: To a solution of 3-[2-(2-isopropylbenzoimidazol-1-yl)-9-methyl-6-morpholin-4-yl-9H-purin-8-ylmethyl]azetidine-1-carboxylic acid tert-butyl ester (256 mg, 0.47 mmol) in DCM (5 mL) was added TFA (5 mL) and the resulting mixture stirred for 2 h at r.t. The reaction mixture was loaded onto an Isolute® SCX-2 cartridge which was washed with MeOH/DCM and the product eluted with 2M NH3/MeOH affording the title compound as an orange foam (205 mg, 97%). LCMS (method H): RT 1.91 min [M+H]+ 447.4 Starting materials: OC1CCCC=2C=C(C=NC12)NC(C)=O (N-(8-hydroxy-5,6,7,8-tetrahydro-3-quinolinyl)acetamide). The reagents and catalysts are [O-2].[O-2].[Mn+4] (Manganese dioxide). Run in C(Cl)(Cl)Cl (chloroform). Run at time 1 day. Yields the product O=C1CCCC=2C=C(C=NC12)NC(C)=O (N-(8-Oxo-5,6,7,8-tetrahydro-3-quinolinyl)acetamide). The yield is 81.7%. RXN SMILES: [OH:1][CH:2]1[C:11]2[N:10]=[CH:9][C:8]([NH:12][C:13](=[O:15])[CH3:14])=[CH:7][C:6]=2[CH2:5][CH2:4][CH2:3]1>[O-2].[O-2].[Mn+4].C(Cl)(Cl)Cl>[O:1]=[C:2]1[C:11]2[N:10]=[CH:9][C:8]([NH:12][C:13](=[O:15])[CH3:14])=[CH:7][C:6]=2[CH2:5][CH2:4][CH2:3]1 |f:1.2.3|. Procedure: Manganese dioxide (4.47 g, 51.4 mmol) was added to chloroform (26 ml) solution of N-(8-hydroxy-5,6,7,8-tetrahydro-3-quinolinyl)acetamide (1.06 g, 5.14 mmol) obtained in 2), which was stirred at room temperature for 1 day. After completion of the reaction, the insoluble matters were filtered off, and the filtrate was concentrated under reduced pressure. Diisopropyl ether and hexane were added to the resulting residue, to give the titled compound (858 mg) as a colorless powder. Starting materials: IC (Iodomethane), [NH4+].[Cl-] (NH4Cl), [H-].[Na+] (Sodium hydride), FC1=CC=C(CCO)C=C1 (4-fluorophenethyl alcohol). The solvent is C1CCOC1 (THF). Reaction conditions: temperature 60 celsius. Yields the product EtOAc hexanes, FC1=CC=C(C=C1)CCOC (1-fluoro-4-(2-methoxyethyl)benzene). The yield is 45.2%. Reaction SMILES: [H-].[Na+].[F:3][C:4]1[CH:12]=[CH:11][C:7]([CH2:8][CH2:9][OH:10])=[CH:6][CH:5]=1.I[CH3:14].[NH4+].[Cl-]>C1COCC1>[F:3][C:4]1[CH:12]=[CH:11][C:7]([CH2:8][CH2:9][O:10][CH3:14])=[CH:6][CH:5]=1 |f:0.1,4.5|. Procedure details: Sodium hydride (60% dispersion in mineral oil, 145 mg, 3.62 mmol) was slowly added to a solution of 4-fluorophenethyl alcohol (338 mg, 2.41 mmol) in THF (5 mL) at room temperature and with stirring. At the end of the addition, the solution had become cloudy. The reaction mixture was heated to 60° C. for 2 h and then cooled to 0° C. Iodomethane (225 μL, 3.62 mmol) was slowly added to the solution and the reaction mixture was stirred overnight. Upon the completion of the reaction, the mixture was ... Starting materials: COc1ccnc(-c2sccc2SC)c1, CCOC(C)=O, O=C(OO)c1cccc(Cl)c1. Product: COc1ccnc(-c2sccc2S(C)=O)c1. Reaction SMILES: [CH3:1][O:2][c:3]1[cH:4][c:5](-[c:9]2[s:10][cH:11][cH:12][c:13]2[S:14][CH3:15])[n:6][cH:7][cH:8]1.[CH3:27][CH2:28][O:29][C:30](=[O:31])[CH3:32].[Cl:16][c:17]1[cH:18][cH:19][cH:20][c:21]([C:22]([O:23][OH:25])=[O:24])[cH:26]1>>[CH3:1][O:2][c:3]1[cH:4][c:5](-[c:9]2[s:10][cH:11][cH:12][c:13]2[S:14]([CH3:15])=[O:24])[n:6][cH:7][cH:8]1. Starting materials: N[C@@H](C)C(=O)N1[C@H](C(=O)OCC2=CC=CC=C2)C[C@@H](C1)SC1=CC=CC=C1 (1-(L-alanyl)-4-(S)-(phenylthio)-L-proline, phenylmethyl ester), [H][H] (hydrogen). Reagents/catalysts: [Pd] (palladium black). The solvent is C(C)O (ethanol). Product: N[C@@H](C)C(=O)N1[C@H](C(=O)O)C[C@@H](C1)SC1=CC=CC=C1 (1-(L-Alanyl)-4-(S)-(phenylthio)-L-proline). As a reaction SMILES: [NH2:1][C@H:2]([C:4]([N:6]1[CH2:20][C@@H:19]([S:21][C:22]2[CH:27]=[CH:26][CH:25]=[CH:24][CH:23]=2)[CH2:18][C@H:7]1[C:8]([O:10]CC1C=CC=CC=1)=[O:9])=[O:5])[CH3:3].[H][H]>[Pd].C(O)C>[NH2:1][C@H:2]([C:4]([N:6]1[CH2:20][C@@H:19]([S:21][C:22]2[CH:27]=[CH:26][CH:25]=[CH:24][CH:23]=2)[CH2:18][C@H:7]1[C:8]([OH:10])=[O:9])=[O:5])[CH3:3]. Procedure: To a solution of 5.0 grams of 1-(L-alanyl)-4-(S)-(phenylthio)-L-proline, phenylmethyl ester in 200 ml. of aqueous ethanol there is added 1 gram of freshly prepared palladium black and the mixture is hydrogenated at 50 psi of hydrogen. The reaction mixture is filtered and concentrated under reduced pressure to yield the desired (S)-1-(L-alanyl)-4-(phenylthio)-L-proline. RXN SMILES: [Br:12][CH2:13][CH2:14][CH2:15][N:16]1[C:17](=[O:26])[c:18]2[c:19]([cH:22][cH:23][cH:24][cH:25]2)[C:20]1=[O:21].[C:27](=[O:28])([O-:29])[O-:30].[CH3:33][C:34]#[N:35].[K+:31].[K+:32].[OH:1][CH2:2][c:3]1[cH:4][c:5]([OH:11])[cH:6][c:7]([CH2:9][OH:10])[cH:8]1>>[OH:1][CH2:2][c:3]1[cH:4][c:5]([O:11][CH2:13][CH2:14][CH2:15][N:16]2[C:17](=[O:26])[c:18]3[c:19]([cH:22][cH:23][cH:24][cH:25]3)[C:20]2=[O:21])[cH:6][c:7]([CH2:9][OH:10])[cH:8]1. The product is O=C1c2ccccc2C(=O)N1CCCOc1cc(CO)cc(CO)c1. Reactants: O=C1c2ccccc2C(=O)N1CCCBr, O=C([O-])[O-], CC#N, [K+], [K+], OCc1cc(O)cc(CO)c1.